This data is from the Open Reaction Database (ORD), a public repository of structured organic reaction records. The task is: describe an organic reaction: reactants, conditions, products, and yield Reactants: NC=1SC=C(N1)C (2-amino-4-methyl thiazole), ClCC(CC(=O)OCC)=O (ethyl chloroacetoacetate), C1(CC1)COC1=C(C=CC=C1OC)/C=C/C=1N=C2N(C(C1I)=O)C=CS2 (7-{(E)-2-[2-(Cyclopropylmethoxy)-3-methoxyphenyl]vinyl}-6-iodo-5H-[1,3]thiazolo[3,2-a]pyrimidin-5-one). The solvent is polyphosphoric acid. Product: ClCC=1N=C2N(C(C1)=O)C(=CS2)C (7-(Chloromethyl)-3-methyl-5H-[1,3]thiazolo[3,2-a]pyrimidin-5-one). Isolated yield 85.3%. As a reaction SMILES: [NH2:1][C:2]1[S:3][CH:4]=[C:5]([CH3:7])[N:6]=1.[Cl:8][CH2:9][C:10](=O)[CH2:11][C:12](OCC)=[O:13].C1(COC2C(OC)=CC=CC=2/C=C/C2N=C3SC=CN3C(=O)C=2I)CC1>>[Cl:8][CH2:9][C:10]1[N:1]=[C:2]2[S:3][CH:4]=[C:5]([CH3:7])[N:6]2[C:12](=[O:13])[CH:11]=1. Reported procedure: This compound was synthesized from 2-amino-4-methyl thiazole (5.0 g, 43.710 mmol) and ethyl chloroacetoacetate (9.893 g, 59.561 mmol) in polyphosphoric acid (40.0 g) according to the procedure described in Step 1, Intermediate 2 to afford 8.0 g of the desired compound as a black solid; 1H NMR (300 MHz, DMSO-d6) δ 2.67 (s, 3H), 4.53 (s, 2H), 6.27 (s, 1H), 7.05 (s, 1H); ESI-MS (m/z) 215.39 (M+H)+. Starting materials: ClC1=CC(=C(C=C1O)OCCO)[N+](=O)[O-] (6-chloro-3-(β-hydroxyethoxy)-4-nitrophenol), [OH-].[Na+] (NaOH), S(=O)([O-])S(=O)[O-].[Na+].[Na+] (sodium hydrosulphite). The solvent is O (water). Product: Cl.NC1=C(C=C(C(=C1)Cl)O)OCCO (4-amino-6-chloro-3-(β-hydroxyethoxy)phenol hydrochloride). As a reaction SMILES: S(S([O-])=O)([O-])=O.[Na+].[Na+].[Cl:9][C:10]1[C:15]([OH:16])=[CH:14][C:13]([O:17][CH2:18][CH2:19][OH:20])=[C:12]([N+:21]([O-])=O)[CH:11]=1.[OH-].[Na+]>O>[ClH:9].[NH2:21][C:12]1[CH:11]=[C:10]([Cl:9])[C:15]([OH:16])=[CH:14][C:13]=1[O:17][CH2:18][CH2:19][OH:20] |f:0.1.2,4.5,7.8|. Procedure details: 70 g of sodium hydrosulphite are added portionwise and with stirring to a solution of 32 g of 6-chloro-3-(β-hydroxyethoxy)-4-nitrophenol phenate and 75 ml of 10 N NaOH in 250 ml of water, the temperature being maintained in the region of 60°-65° C. After the mixture is cooled, the product is precipitated by neutralizing the reaction medium with acetic acid. The hydrochloride is obtained by dissolution in hydrochloric acid in the heated state and precipitation on cooling. Starting materials: O=[N+]([O-])c1ccc2c(c1)C=CC(NCc1ccccc1)CC2, CCO, [Cl-], [Fe], [NH4+], C1COCCO1, O. Product: Nc1ccc2c(c1)C=CC(NCc1ccccc1)CC2. RXN SMILES: [CH2:1]([c:2]1[cH:3][cH:4][cH:5][cH:6][cH:7]1)[NH:8][CH:9]1[CH2:10][CH2:11][c:12]2[c:13]([cH:16][c:17]([N+:20]([O-:21])=[O:22])[cH:18][cH:19]2)[CH:14]=[CH:15]1.[CH3:26][CH2:27][OH:28].[Cl-:23].[Fe:35].[NH4+:24].[O:29]1[CH2:30][CH2:31][O:32][CH2:33][CH2:34]1.[OH2:25]>>[CH2:1]([c:2]1[cH:3][cH:4][cH:5][cH:6][cH:7]1)[NH:8][CH:9]1[CH2:10][CH2:11][c:12]2[c:13]([cH:16][c:17]([NH2:20])[cH:18][cH:19]2)[CH:14]=[CH:15]1. Reactants: FC(OC=1C(=CC(=NC1)OC)I)F (5-(difluoromethoxy)-4-iodo-2-methoxypyridine), ClC=1C=CC(=C(C1)B(O)O)C#N (5-chloro-2-cyanophenylboronic acid), [1,1-bis(diphenylphosphino)ferrocene]palladium(II) chloride dichloromethane. The product is ClC1=CC(=C(C#N)C=C1)C1=CC(=NC=C1OC(F)F)OC (4-Chloro-2-[5-(difluoromethoxy)-2-methoxypyridin-4-yl]benzonitrile). As a reaction SMILES: [F:1][CH:2]([F:13])[O:3][C:4]1[C:5](I)=[CH:6][C:7]([O:10][CH3:11])=[N:8][CH:9]=1.[Cl:14][C:15]1[CH:16]=[CH:17][C:18]([C:24]#[N:25])=[C:19](B(O)O)[CH:20]=1>>[Cl:14][C:15]1[CH:16]=[CH:17][C:18]([C:24]#[N:25])=[C:19]([C:5]2[C:4]([O:3][CH:2]([F:13])[F:1])=[CH:9][N:8]=[C:7]([O:10][CH3:11])[CH:6]=2)[CH:20]=1. Procedure details: 460 mg (purity 90%, 1.38 mmol) of 5-(difluoromethoxy)-4-iodo-2-methoxypyridine and 299 mg (1.65 mmol, 1.2 eq.) of 5-chloro-2-cyanophenylboronic acid in the presence of [1,1-bis(diphenylphosphino)ferrocene]palladium(II) chloride/dichloromethane monoadduct were reacted according to General Method 2A. The crude product was purified by flash chromatography (IR-50SI, petroleum ether/ethyl acetate 10-15%). Yield: 230 mg (purity 80%, 43% of theory) The reactants are C([O-])([O-])=O.[Na+].[Na+] (sodium carbonate), CC1(OB(OC1(C)C)C1=CC(=NC=C1)NC(=O)C1CC1)C (N-[4-(4,4,5,5-tetramethyl-1,3,2-dioxaborolan-2-yl)pyridin-2-yl]cyclopropanecarboxamide), BrC1=C2N(N=C1C1=CC=C(C=C1)F)CCC2 (3-bromo-2-(4-fluorophenyl)-5,6-dihydro-4H-pyrrolo[1,2-b]pyrazole). Reagents/catalysts: C1CCC(CC1)P(C2CCCCC2)C3CCCCC3.C1CCC(CC1)P(C2CCCCC2)C3CCCCC3.[Cl-].[Cl-].[Pd+2] (bis(tricyclohexylphosphine)-palladium(II)dichloride). Solvent: O1CCOCC1 (1,4-dioxan). Conditions: temperature 120 celsius. The product is FC1=CC=C(C=C1)C=1C(=C2N(N1)CCC2)C2=CC(=NC=C2)NC(=O)C2CC2 (N-{4-[2-(4-fluorophenyl)-5,6-dihydro-4H-pyrrolo[1,2-b]pyrazol-3-yl]pyridin-2-yl}cyclopropanecarboxamide). Yield: 46.9%. Reaction SMILES: CC1(C)C(C)(C)OB([C:9]2[CH:14]=[CH:13][N:12]=[C:11]([NH:15][C:16]([CH:18]3[CH2:20][CH2:19]3)=[O:17])[CH:10]=2)O1.Br[C:23]1[C:27]([C:28]2[CH:33]=[CH:32][C:31]([F:34])=[CH:30][CH:29]=2)=[N:26][N:25]2[CH2:35][CH2:36][CH2:37][C:24]=12.C(=O)([O-])[O-].[Na+].[Na+]>O1CCOCC1.C1CCC(P(C2CCCCC2)C2CCCCC2)CC1.C1CCC(P(C2CCCCC2)C2CCCCC2)CC1.[Cl-].[Cl-].[Pd+2]>[F:34][C:31]1[CH:30]=[CH:29][C:28]([C:27]2[C:23]([C:9]3[CH:14]=[CH:13][N:12]=[C:11]([NH:15][C:16]([CH:18]4[CH2:19][CH2:20]4)=[O:17])[CH:10]=3)=[C:24]3[CH2:37][CH2:36][CH2:35][N:25]3[N:26]=2)=[CH:33][CH:32]=1 |f:2.3.4,6.7.8.9.10|. Reported procedure: 140 mg (0.50 mmol) of N-[4-(4,4,5,5-tetramethyl-1,3,2-dioxaborolan-2-yl)pyridin-2-yl]cyclopropanecarboxamide and 172 mg (1.2 eq 0.60 mmol) of 3-bromo-2-(4-fluorophenyl)-5,6-dihydro-4H-pyrrolo[1,2-b]pyrazole are dissolved in 3.5 mL 1,4-dioxan. To this are added 36 mg of bis(tricyclohexylphosphine)-palladium(II)dichloride (0.05 mmol, 0.1 eq) and 1.2 mL sodium carbonate solution (2M in H2O). The reaction mixture is flushed for 5 mins with argon and then sealed. Next the mixture is heated for 12 min... Starting materials: O=Cc1ccc(OCc2ccccc2)c(C(=O)OCc2ccccc2)c1, CO, Cl, [Li+], C1CCOC1, [OH-], O. The product is O=Cc1ccc(OCc2ccccc2)c(C(=O)O)c1. As a reaction SMILES: [CH2:3]([c:4]1[cH:5][cH:6][cH:7][cH:8][cH:9]1)[O:10][c:11]1[c:12]([C:13](=[O:14])[O:15][CH2:16][c:17]2[cH:18][cH:19][cH:20][cH:21][cH:22]2)[cH:23][c:24]([CH:27]=[O:28])[cH:25][cH:26]1.[CH3:36][OH:37].[ClH:29].[Li+:1].[O:31]1[CH2:32][CH2:33][CH2:34][CH2:35]1.[OH-:2].[OH2:30]>>[CH2:3]([c:4]1[cH:5][cH:6][cH:7][cH:8][cH:9]1)[O:10][c:11]1[c:12]([C:13](=[O:14])[OH:15])[cH:23][c:24]([CH:27]=[O:28])[cH:25][cH:26]1. Starting materials: CCO, ClCc1ncon1, Nc1ccccc1S, [Na]. Yields the product Nc1ccccc1SCc1ncon1. As a reaction SMILES: [CH3:17][CH2:18][OH:19].[Cl:10][CH2:11][c:12]1[n:13][o:14][cH:15][n:16]1.[NH2:2][c:3]1[c:4]([SH:9])[cH:5][cH:6][cH:7][cH:8]1.[Na:1]>>[NH2:2][c:3]1[c:4]([S:9][CH2:11][c:12]2[n:13][o:14][cH:15][n:16]2)[cH:5][cH:6][cH:7][cH:8]1.